Dataset: the Open Reaction Database (ORD), a public repository of structured organic reaction records. Task: describe an organic reaction: reactants, conditions, products, and yield The reactants are CCOC(=O)c1cn(CC)c2cc(-c3cccc(CO)c3)c(F)cc2c1=O, Cl, [Na+], C1CCOC1, [OH-]. Yields the product CCn1cc(C(=O)O)c(=O)c2cc(F)c(-c3cccc(CO)c3)cc21. As a reaction SMILES: [CH2:1]([CH3:2])[n:3]1[cH:4][c:5]([C:23](=[O:24])[O:25][CH2:26][CH3:27])[c:6](=[O:22])[c:7]2[cH:8][c:9]([F:21])[c:10](-[c:13]3[cH:14][c:15]([CH2:19][OH:20])[cH:16][cH:17][cH:18]3)[cH:11][c:12]12.[ClH:30].[Na+:29].[O:31]1[CH2:32][CH2:33][CH2:34][CH2:35]1.[OH-:28]>>[CH2:1]([CH3:2])[n:3]1[cH:4][c:5]([C:23](=[O:24])[OH:25])[c:6](=[O:22])[c:7]2[cH:8][c:9]([F:21])[c:10](-[c:13]3[cH:14][c:15]([CH2:19][OH:20])[cH:16][cH:17][cH:18]3)[cH:11][c:12]12. As a reaction SMILES: [C:1]([O:5][C:6]([N:8]1[CH2:12][CH2:11][CH2:10][CH:9]1[CH2:13][O:14][C:15]1[CH:20]=[CH:19][C:18]([O:21][CH2:22][C:23]#[CH:24])=[CH:17][CH:16]=1)=[O:7])([CH3:4])([CH3:3])[CH3:2].I[C:26]1[CH:31]=[CH:30][CH:29]=[CH:28][CH:27]=1.N1CCCC1>Cl[Pd]Cl.O>[C:1]([O:5][C:6]([N:8]1[CH2:12][CH2:11][CH2:10][CH:9]1[CH2:13][O:14][C:15]1[CH:20]=[CH:19][C:18]([O:21][CH2:22][C:23]#[C:24][C:26]2[CH:31]=[CH:30][CH:29]=[CH:28][CH:27]=2)=[CH:17][CH:16]=1)=[O:7])([CH3:3])([CH3:2])[CH3:4]. Yields the product C(C)(C)(C)OC(=O)N1C(CCC1)COC1=CC=C(C=C1)OCC#CC1=CC=CC=C1 (2-[4-(3-Phenyl-prop-2-ynyloxy)-phenoxymethyl]-pyrrolidine-1-carboxylic acid tert-butyl ester). The yield is 17.7%. Run in O (water). Procedure: General procedure A was followed using the product from step 3, Example 1 (165 mg, 0.498 mmol), iodobenzene (85 mg, 0.416 mmol), PdCl2 (2.5 mg, 0.014 mmol), pyrrolidine (0.2 mL, 2.37 mmol), water (0.53 mL) to give the title compound (30 mg, 15%). The reagents and catalysts are Cl[Pd]Cl (PdCl2). Starting materials: C(C)(C)(C)OC(=O)N1C(CCC1)COC1=CC=C(C=C1)OCC#C (2-(4-Prop-2-ynyloxy-phenoxymethyl)-pyrrolidine-1-carboxylic acid tert-butyl ester), IC1=CC=CC=C1 (iodobenzene), N1CCCC1 (pyrrolidine). Reactants: CC(=O)[O-], COc1cccc(C=O)c1, [NH4+], O=C(O)CC(=O)O. Yields the product COc1cccc(C(N)CC(=O)O)c1. RXN SMILES: [CH3:12][C:13]([O-:14])=[O:15].[CH3:1][O:2][c:3]1[cH:4][c:5]([CH:6]=[O:7])[cH:8][cH:9][cH:10]1.[NH4+:11].[OH:16][C:17]([CH2:18][C:19](=[O:20])[OH:21])=[O:22]>>[CH3:1][O:2][c:3]1[cH:4][c:5]([CH:6]([NH2:11])[CH2:12][C:13]([OH:14])=[O:15])[cH:8][cH:9][cH:10]1. Reaction SMILES: Cl.Cl[C:3]1[CH:4]=[CH:5][C:6]2[CH2:15][C@H:14]3[C@@H:9]([CH2:10][CH2:11][CH2:12][N:13]3[CH2:16][CH2:17][CH3:18])[CH2:8][C:7]=2[N:19]=1.Cl.[NH:21]1[CH2:25][CH2:24][CH2:23][CH2:22]1.[OH-].[Na+]>O>[N:21]1([C:3]2[CH:4]=[CH:5][C:6]3[CH2:15][C@H:14]4[C@@H:9]([CH2:10][CH2:11][CH2:12][N:13]4[CH2:16][CH2:17][CH3:18])[CH2:8][C:7]=3[N:19]=2)[CH2:25][CH2:24][CH2:23][CH2:22]1 |f:0.1,2.3,4.5|. Yields the product N1(CCCC1)C=1C=CC2=C(C[C@@H]3CCCN([C@H]3C2)CCC)N1 ((±)-trans-2-pyrrolidino-6-propyl-5,5a, 6,7,8,9,9a,10-octahydropyrido[2,3-g]quinoline). Solvent: O (water). Run at temperature 210 celsius. Isolated yield 53.1%. Starting materials: Cl.ClC=1C=CC2=C(C[C@@H]3CCCN([C@H]3C2)CCC)N1 ((±)-trans-2-chloro-6-propyl-5,5a,6,7,8,9,9a,10-octahydropyrido[2,3-g]quinoline hydrochloride), Cl.N1CCCC1 (pyrrolidine hydrochloride), [OH-].[Na+] (NaOH). Procedure details: A mixture of (±)-trans-2-chloro-6-propyl-5,5a,6,7,8,9,9a,10-octahydropyrido[2,3-g]quinoline hydrochloride (2.50 g, 8.3 mmol) and pyrrolidine hydrochloride (10 g) was heated to 210° C. to form a homogeneous molten semi-solid. After 45 minutes the molten semi-solid was poured into water, made basic with dilute NaOH solution, and extracted with methylene chloride. The extract was dried (Na2SO4) and concentrated to give the crude product as a brown solid. Purification by flash chromatography (10% me... Starting materials: CC=1C=CC(=CC1)C (p-xylene), [Al+3].[Cl-].[Cl-].[Cl-] (AlCl3), ice, Cl (HCl), Br (HBr), BrC(C(=O)Br)(C)C (2-bromoisobutyrylbromide). Solvent: ClC1=CC=CC=C1 (chlorobenzene). Reaction conditions: temperature 0 celsius, time 2 hour. The product is CC1C(C2=C(C=CC(=C2C1)C)C)=O (2,4,7-trimethylindanone). The yield is 97.7%. Reaction SMILES: [CH3:1][C:2]1[CH:3]=[CH:4][C:5]([CH3:8])=[CH:6][CH:7]=1.[Al+3].[Cl-].[Cl-].[Cl-].Br[C:14]([CH3:19])([CH3:18])[C:15](Br)=[O:16].Br.Cl>ClC1C=CC=CC=1>[CH3:18][CH:14]1[CH2:19][C:4]2[C:3](=[C:2]([CH3:1])[CH:7]=[CH:6][C:5]=2[CH3:8])[C:15]1=[O:16] |f:1.2.3.4|. Procedure: 6.66 g of p-xylene (62.10 mmol) were added at room temperature to a suspension of 10.51 g of AlCl3 (78.0 mmol) in 40 ml of chlorobenzene under nitrogen; the so obtained yellow suspension was cooled to 0° C. and 6.50 ml of 2-bromoisobutyrylbromide (52.6 mmol, AlCl3/p-xylene/2-bromoisobutyrylbromide=1.5/1.2/1.0) were added dropwise in about 2 min. The flask is connected to a water trap in which the produced HBr gas is neutralized with a base. At the end of the addition, the solution was allowed to...